From a dataset of the Open Reaction Database (ORD), a public repository of structured organic reaction records. describe an organic reaction: reactants, conditions, products, and yield Reactants: C(=S)=S (carbon disulfide), ice, C(C)OC(CN)OCC (aminoacetaldehyde diethyl acetal). Solvent: O1CCCC1 (tetrahydrofuran). Run at time 8 hour. Product: C(C)OC(CN=C=S)OCC (2,2-diethoxyethyl isothiocyanate). Reaction SMILES: [C:1](=[S:3])=S.[CH2:4]([O:6][CH:7]([O:10][CH2:11][CH3:12])[CH2:8][NH2:9])[CH3:5]>O1CCCC1>[CH2:4]([O:6][CH:7]([O:10][CH2:11][CH3:12])[CH2:8][N:9]=[C:1]=[S:3])[CH3:5]. Procedure details: A solution of 120 ml of carbon disulfide and 60.6 g of dicyclohexycarbodiimide in 300 ml of tetrahydrofuran is cooled to -8° with an ice/salt mixture. Thereupon, 39.9 g of aminoacetaldehyde diethyl acetal are added dropwise while stirring so that the temperature of the reaction mixture does not exceed -5° (approximately 1 hour). The mixture is then warmed slowly to room temperature while stirring (approximately 2 hours) and left to stand overnight. The resulting precipitate (dicyclohexylthiourea...